From a dataset of the Open Reaction Database (ORD), a public repository of structured organic reaction records. describe an organic reaction: reactants, conditions, products, and yield Starting materials: C(C)(C)[Si](SC1=CC=C2CCC(OC2=C1)C(=O)OCC)(C(C)C)C(C)C (ethyl 7-[(triisopropylsilyl)thio]chromane-2-carboxylate), Cl (HCl). Procedure: To a mixture of ethyl 7-[(triisopropylsilyl)thio]chromane-2-carboxylate (5.6 g, 14.2 mmol) in EtOH (100 ml) was added concentrated HCl (4 ml) and the mixture was stirred at room temperature for 3 h. Evaporation to dryness gave the title compound. Yield: 3.4 g. MS m/z (rel. intensity, 70 eV) 238 (M+, 75), 165 (bp), 163 (56), 132 (50), 131 (43). Run in CCO (EtOH). As a reaction SMILES: C([Si](C(C)C)(C(C)C)[S:5][C:6]1[CH:15]=[C:14]2[C:9]([CH2:10][CH2:11][CH:12]([C:16]([O:18][CH2:19][CH3:20])=[O:17])[O:13]2)=[CH:8][CH:7]=1)(C)C.Cl>CCO>[SH:5][C:6]1[CH:15]=[C:14]2[C:9]([CH2:10][CH2:11][CH:12]([C:16]([O:18][CH2:19][CH3:20])=[O:17])[O:13]2)=[CH:8][CH:7]=1. Conditions: time 3 hour. Yields the product SC1=CC=C2CCC(OC2=C1)C(=O)OCC (ETHYL 7-MERCAPTOCHROMANE-2-CARBOXYLATE). The yield is 31.3%. The product is FC(C=1C=C(CN(CC=2N=NN(N2)C)CC=2C(=NC3=CC=CC=C3C2)N(CC)CC2CCCC2)C=C(C1)C(F)(F)F)(F)F ((3-{[(3,5-bis-trifluoromethyl-benzyl)-(2-methyl-2H-tetrazol-5-ylmethyl)-amino]-methyl}-quinolin-2-yl)-cyclopentylmethyl-ethyl-amine). The reactants are [OH-].[Na+] (sodium hydroxide), S(=O)(=O)(OC)OC (Dimethyl sulfate), FC(C=1C=C(CN(CC=2N=NNN2)CC=2C(=NC3=CC=CC=C3C2)N(CC)CC2CCCC2)C=C(C1)C(F)(F)F)(F)F ((3-{[(3,5-bis-trifluoromethyl-benzyl)-(2H-tetrazol-5-ylmethyl)-amino]-methyl}-quinolin-2-yl)-cyclopentylmethyl-ethyl-amine), C(Cl)Cl (DCM). Reaction SMILES: [F:1][C:2]([F:42])([F:41])[C:3]1[CH:4]=[C:5]([CH:34]=[C:35]([C:37]([F:40])([F:39])[F:38])[CH:36]=1)[CH2:6][N:7]([CH2:14][C:15]1[C:16]([N:25]([CH2:28][CH:29]2[CH2:33][CH2:32][CH2:31][CH2:30]2)[CH2:26][CH3:27])=[N:17][C:18]2[C:23]([CH:24]=1)=[CH:22][CH:21]=[CH:20][CH:19]=2)[CH2:8][C:9]1[N:10]=[N:11][NH:12][N:13]=1.[OH-].[Na+].[CH2:45](Cl)Cl.S(OC)(OC)(=O)=O>O.[Br-].C([N+](CCCC)(CCCC)CCCC)CCC>[F:38][C:37]([F:40])([F:39])[C:35]1[CH:34]=[C:5]([CH:4]=[C:3]([C:2]([F:1])([F:41])[F:42])[CH:36]=1)[CH2:6][N:7]([CH2:14][C:15]1[C:16]([N:25]([CH2:28][CH:29]2[CH2:33][CH2:32][CH2:31][CH2:30]2)[CH2:26][CH3:27])=[N:17][C:18]2[C:23]([CH:24]=1)=[CH:22][CH:21]=[CH:20][CH:19]=2)[CH2:8][C:9]1[N:10]=[N:11][N:12]([CH3:45])[N:13]=1 |f:1.2,6.7|. Procedure: To a suspension of (3-{[(3,5-bis-trifluoromethyl-benzyl)-(2H-tetrazol-5-ylmethyl)-amino]-methyl}-quinolin-2-yl)-cyclopentylmethyl-ethyl-amine (0.25 g, 0.423 mmol) in water (4 mL) was added sodium hydroxide (0.033 g, 0.846 mmol), the resulting mixture was stirred for 15 min at RT, and then DCM (4 mL) was added. Dimethyl sulfate (0.058 g, 0.465 mmol) was then added to this mixture, followed by tetrabutylammonium bromide (0.006 g, 0.021 mmol), and stirring of the resulting mixture was continued for... The reagents and catalysts are [Br-].C(CCC)[N+](CCCC)(CCCC)CCCC (tetrabutylammonium bromide). The solvent is O (water). Reaction conditions: time 15 minute. Reactants: NC1CCN(CC1)C (4-amino-1-methylpiperidine), FC1=CC=C(C=C1)[N+](=O)[O-] (4-fluoronitrobenzene), Cl (hydrochloric acid), O (water). Solvent: C(Cl)Cl (methylene chloride), CCOCC (ether). Run at temperature 100 celsius. Yields the product [N+](=O)([O-])C1=CC=C(NC2CCN(CC2)C)C=C1 (4-(4-nitroanilino)-1-methylpiperidine). The yield is 56.2%. RXN SMILES: [NH2:1][CH:2]1[CH2:7][CH2:6][N:5]([CH3:8])[CH2:4][CH2:3]1.F[C:10]1[CH:15]=[CH:14][C:13]([N+:16]([O-:18])=[O:17])=[CH:12][CH:11]=1.Cl.O>C(Cl)Cl.CCOCC>[N+:16]([C:13]1[CH:14]=[CH:15][C:10]([NH:1][CH:2]2[CH2:7][CH2:6][N:5]([CH3:8])[CH2:4][CH2:3]2)=[CH:11][CH:12]=1)([O-:18])=[O:17]. Procedure details: A mixture of 4-amino-1-methylpiperidine (4.82 g, 32.3 mmol) and 4-fluoronitrobenzene (4.56 g, 32.3 mmol) is heated at 100° C. on an oil bath over a period of 7 hours. After cooling, the reaction mixture is mixed with 2N hydrochloric acid (20 ml) and water (20 ml) and shaken with ether. The acidic layer is neutralized with conc. ammoniac solution and shaken with methylene chloride. The methylene chloride layer is washed with water, dried over anhydrous magnesium sulfate and concentrated in vacuo.... The reactants are C(#N)N=C(SC)SC (dimethyl cyanodithioimidocarbonate), C(C)N(C)CC1=CC=C(O1)CSCCN (2-[(5-{[N-ethyl-N-methylamino]methyl}-2-furyl)methylthio]ethylamine), N-cyano-N'-2-[(5-{[N-ethyl-N-methylamino]methyl}-2-furyl)methylthio]-ethyl, CNC(S)=N (methylisothiourea), C(C#C)N (propargylamine). Run in C(C)(C)O (isopropyl alcohol). Product: C(#N)NC(=NCCSCC=1OC(=CC1)CN(C)CC)NCC#C (N-cyano-N'-(2-propyn-1-yl)-N"-{2-[(5-{[N-ethyl-N-methylamino]methyl}-2-furyl)methylthio]ethyl}guanidine). Reaction SMILES: [C:1]([N:3]=[C:4](SC)SC)#[N:2].[CH2:9]([N:11]([CH2:13][C:14]1[O:18][C:17]([CH2:19][S:20][CH2:21][CH2:22][NH2:23])=[CH:16][CH:15]=1)[CH3:12])[CH3:10].CNC(=N)S.[CH2:29]([NH2:32])[C:30]#[CH:31]>C(O)(C)C>[C:1]([NH:3][C:4]([NH:32][CH2:29][C:30]#[CH:31])=[N:23][CH2:22][CH2:21][S:20][CH2:19][C:17]1[O:18][C:14]([CH2:13][N:11]([CH2:9][CH3:10])[CH3:12])=[CH:15][CH:16]=1)#[N:2]. Procedure details: When an isopropyl alcohol solution of dimethyl cyanodithioimidocarbonate [prepared according to the procedure described in J. Org. Chem., 32, 1566 (1967)] is reacted with 2-[(5-{[N-ethyl-N-methylamino]methyl}-2-furyl)methylthio]ethylamine and the resultant N-cyano-N'-2-[(5-{[N-ethyl-N-methylamino]methyl}-2-furyl)methylthio]-ethyl}-S-methylisothiourea treated with propargylamine in the procedure of Example 2, there is produced N-cyano-N'-(2-propyn-1-yl)-N"-{2-[(5-{[N-ethyl-N-methylamino]methyl}-2... The reactants are 2-L, C(C)C(C[Mg]Br)CCCC (2-ethylhexylmagnesium bromide), ClC1=C(C=CC=C1)Cl (1,2-dichlorobenzene), Grignard reagent, C(C)C(C[Mg]Br)CCCC (2-ethylhexylmagnesium bromide), Cl (HCl). The reagents and catalysts are Cl[Ni]1([P](CCC[P](C2=CC=CC=C2)1C3=CC=CC=C3)(C4=CC=CC=C4)C5=CC=CC=C5)Cl (Ni(dppp)Cl2). Solvent: C(C)OCC (diethyl ether). Run at temperature 0 celsius, time 1 hour. Yields the product C(C)C(CC1=C(C=CC=C1)CC(CCCC)CC)CCCC (1,2-bis(2-ethylhexyl)benzene). Yield: 62.0%. Reaction SMILES: Cl[C:2]1[CH:7]=[CH:6][CH:5]=[CH:4][C:3]=1Cl.[CH2:9]([CH:11]([CH2:15][CH2:16][CH2:17][CH3:18])[CH2:12][Mg]Br)[CH3:10].Cl>Cl[Ni]1(Cl)[P](C2C=CC=CC=2)(C2C=CC=CC=2)CCC[P]1(C1C=CC=CC=1)C1C=CC=CC=1.C(OCC)C>[CH2:9]([CH:11]([CH2:15][CH2:16][CH2:17][CH3:18])[CH2:12][C:2]1[CH:7]=[CH:6][CH:5]=[CH:4][C:3]=1[CH2:12][CH:11]([CH2:9][CH3:10])[CH2:15][CH2:16][CH2:17][CH3:18])[CH3:10] |^1:22,38|. Procedure: A dry 2-L three-neck flask equipped with a 500-mL addition funnel, a condenser, a stir bar, and a nitrogen outlet was charged with 1,2-dichlorobenzene (540 mmol), Ni(dppp)Cl2 (6 mmol), and diethyl ether (200 mL). The addition funnel was charged with 3M 2-ethylhexylmagnesium bromide (400 mL). The reaction flask was cooled to 0° C. and the 2-ethylhexylmagnesium bromide was slowly added to the reaction. After the addition of Grignard reagent was completed, the reaction mixture was stirred at 0° C. ... The reactants are C1=CC=C(C=C1)OC(=S)Cl (Phenyl chlorothionoformate), C(\C=C\C(=O)O)(=O)O.ClC=1C(=C(CC2=CN=CN2)C=CC1)F (5-(3-chloro-2-fluoro-benzyl)-1H-imidazole fumaric acid salt), C(\C=C\C(=O)O)(=O)O.ClC=1C(=C(CC2=CN=CN2)C=CC1)F (5-(3-chloro-2-fluoro-benzyl)-1H-imidazole fumaric acid salt), C(=O)(O)[O-].[Na+] (NaHCO3). Run in O (water), C1CCOC1 (THF), O (water). Run at time 3 hour. Product: ClC=1C(=C(CC=2NC(NC2)=S)C=CC1)F (4-(3-chloro-2-fluoro-benzyl)-1,3-dihydro-imidazole-2-thione). RXN SMILES: C(O)(=O)/C=C/C(O)=O.[Cl:9][C:10]1[C:11]([F:22])=[C:12]([CH:19]=[CH:20][CH:21]=1)[CH2:13][C:14]1[NH:18][CH:17]=[N:16][CH:15]=1.C([O-])(O)=O.[Na+].C1C=CC(OC(Cl)=[S:36])=CC=1>C1COCC1.O>[Cl:9][C:10]1[C:11]([F:22])=[C:12]([CH:19]=[CH:20][CH:21]=1)[CH2:13][C:14]1[NH:18][C:17](=[S:36])[NH:16][CH:15]=1 |f:0.1,2.3|. Procedure: A solution of 5-(3-chloro-2-fluoro-benzyl)-1H-imidazole fumaric acid salt (Intermediate B3) (0.24 mmol) in THF (3 mL) and water (3 mL) was treated with NaHCO3 (0.12 g) at rt for 10 m. Phenyl chlorothionoformate (0.11 mL, 0.6 mmol) was added and stirring was continued for 3 h. The mixture was diluted with water (10 mL) and extracted with ether (3×15 mL). The organic portions were combined, dried over MgSO4, filtered and freed of solvent. The residue was dissolved in MeOH (5 mL) and treated with N... Starting materials: C1(=CC=CC=C1)[As](C1=CC=CC=C1)C1=CC=CC=C1 (triphenylarsine), C1(=CC=CC=C1)[As](C1=CC=CC=C1)C1=CC=CC=C1 (triphenylarsine), [F-].[K+] (KF), C1(=CC=CC=C1)[As](C1=CC=CC=C1)C1=CC=CC=C1 (triphenylarsine), [Cl-].[Li+] (lithium chloride), CC1(C=2C=CC(=CC2C(CC1)(C)C)COC1=C(C=CC=C1)[Sn](CCCC)(CCCC)CCCC)C (2-[5,6,7,8-tetrahydro-5,5,8,8-tetramethyl-2-naphthalenyl]methoxyphenyltributylstannane), FC(S(=O)(=O)OC1=C(C(=O)OC)C=CC=C1)(F)F (2-(trifluoromethylsulphonyloxy)-benzoic acid, methyl ester). The reagents and catalysts are C=1C=CC(=CC1)/C=C/C(=O)/C=C/C2=CC=CC=C2.C=1C=CC(=CC1)/C=C/C(=O)/C=C/C2=CC=CC=C2.C=1C=CC(=CC1)/C=C/C(=O)/C=C/C2=CC=CC=C2.[Pd].[Pd] (tris(dibenzylideneacetone)dipalladium), C=1C=CC(=CC1)/C=C/C(=O)/C=C/C2=CC=CC=C2.C=1C=CC(=CC1)/C=C/C(=O)/C=C/C2=CC=CC=C2.C=1C=CC(=CC1)/C=C/C(=O)/C=C/C2=CC=CC=C2.[Pd].[Pd] (Tris(dibenzylideneacetone)dipalladium), C=1C=CC(=CC1)/C=C/C(=O)/C=C/C2=CC=CC=C2.C=1C=CC(=CC1)/C=C/C(=O)/C=C/C2=CC=CC=C2.C=1C=CC(=CC1)/C=C/C(=O)/C=C/C2=CC=CC=C2.[Pd].[Pd] (tris(dibenzylideneacetone)dipalladium), [Pd].[Pd].C(C1=CC=CC=C1)=CC(=O)C=CC1=CC=CC=C1.C(C1=CC=CC=C1)=CC(=O)C=CC1=CC=CC=C1.C(C1=CC=CC=C1)=CC(=O)C=CC1=CC=CC=C1 (tris (dibenzylideneacetone) dipalladium). Run in O (water), CCOC(=O)C (EtOAc), CN1C(CCC1)=O (N-methylpyrrolidone), CCOCC (ether), CN1C(CCC1)=O (N-methylpyrrolidone). Run at temperature 67 celsius, time 22 hour. The product is CC1(C=2C=CC(=CC2C(CC1)(C)C)COC1=C(C=CC=C1)C=1C(=CC=CC1)C(=O)OC)C (2-[5,6,7,8-tetrahydro-5,5,8,8-tetramethyl- 2-naphthalenyl]methoxy-[1,1'-biphenyl]-2'-carboxylic acid, methyl ester). Isolated yield 39.8%. RXN SMILES: FC(F)(F)S(O[C:7]1[CH:16]=[CH:15][CH:14]=[CH:13][C:8]=1[C:9]([O:11][CH3:12])=[O:10])(=O)=O.C1([As](C2C=CC=CC=2)C2C=CC=CC=2)C=CC=CC=1.[CH3:38][C:39]1([CH3:72])[CH2:48][CH2:47][C:46]([CH3:50])([CH3:49])[C:45]2[CH:44]=[C:43]([CH2:51][O:52][C:53]3[CH:58]=[CH:57][CH:56]=[CH:55][C:54]=3[Sn](CCCC)(CCCC)CCCC)[CH:42]=[CH:41][C:40]1=2.[Cl-].[Li+].[F-].[K+]>CN1CCCC1=O.O.CCOC(C)=O.C1C=CC(/C=C/C(/C=C/C2C=CC=CC=2)=O)=CC=1.C1C=CC(/C=C/C(/C=C/C2C=CC=CC=2)=O)=CC=1.C1C=CC(/C=C/C(/C=C/C2C=CC=CC=2)=O)=CC=1.[Pd].[Pd].[Pd].[Pd].C(=CC(C=CC1C=CC=CC=1)=O)C1C=CC=CC=1.C(=CC(C=CC1C=CC=CC=1)=O)C1C=CC=CC=1.C(=CC(C=CC1C=CC=CC=1)=O)C1C=CC=CC=1.CCOCC>[CH3:38][C:39]1([CH3:72])[CH2:48][CH2:47][C:46]([CH3:49])([CH3:50])[C:45]2[CH:44]=[C:43]([CH2:51][O:52][C:53]3[CH:54]=[CH:55][CH:56]=[CH:57][C:58]=3[C:7]3[C:8]([C:9]([O:11][CH3:12])=[O:10])=[CH:13][CH:14]=[CH:15][CH:16]=3)[CH:42]=[CH:41][C:40]1=2 |f:3.4,5.6,10.11.12.13.14,15.16.17.18.19|. Reported procedure: 2-(Trifluoromethylsulphonyloxy)-benzoic acid, methyl ester (54) (0.486 g., 1.71 mmol, 1 equiv.) is dissolved in 3 mL of N-methylpyrrolidone and the solution is degassed. Tris(dibenzylideneacetone)dipalladium (0.156 g., 0.17 mmol, 0.10 equiv.) and triphenylarsine (0.080 g., 0.26 mmol, 0.15 equiv.) are added, followed by a solution of 2-[5,6,7,8-tetrahydro-5,5,8,8-tetramethyl-2-naphthalenyl]methoxyphenyl-tributylstannane (53) (1.00 g., 1.71 mmol, 1 equiv.) in 4 mL of N-methylpyrrolidone. The solut... Starting materials: C[Si](Cl)(Cl)C (dimethyldichlorosilane), C(#N)C1=CC=C(C(=O)Cl)C=C1 (p-cyanobenzoyl chloride), Cl[Si]([Si](Cl)(C)C)(C)C (1,2-dichlorotetramethyldisilane), [C]=O (Carbon monoxide). The reagents and catalysts are C1=CC=C(C=C1)C#N.C1=CC=C(C=C1)C#N.Cl[Pd]Cl (bis(benzonitrile)palladiumdichloride), C1(=CC=CC=C1)P(C1=CC=CC=C1)C1=CC=CC=C1 (triphenylphosphine). Run at temperature 135 celsius. Product: ClC1=CC(=C(C#N)C=C1)[SiH](C)C (4-chlorodimethylsilylbenzonitrile). Isolated yield 60.0%. Reaction SMILES: [C:1]([C:3]1[CH:11]=[CH:10][C:6](C(Cl)=O)=[CH:5][CH:4]=1)#[N:2].Cl[Si:13]([CH3:19])([CH3:18])[Si](C)(C)Cl.[C]=O.C[Si](C)(Cl)[Cl:24]>C1C=CC(C#N)=CC=1.C1C=CC(C#N)=CC=1.Cl[Pd]Cl.C1(P(C2C=CC=CC=2)C2C=CC=CC=2)C=CC=CC=1>[Cl:24][C:6]1[CH:10]=[CH:11][C:3]([C:1]#[N:2])=[C:4]([SiH:13]([CH3:19])[CH3:18])[CH:5]=1 |f:4.5.6,^3:19|. Reported procedure: A reaction mixture containing 10 gm (6×10-2 mole) of p-cyanobenzoyl chloride and 15 gm (1.25 mole equivalent) of 1,2-dichlorotetramethyldisilane was heated to 135° C. during which time the solution became homogeneous. A cocatalyst mixture containing 200 mg. bis(benzonitrile)palladiumdichloride (1 mole %) and 274 mg triphenylphosphine (2 mole %) was then introduced. Carbon monoxide gas evolution began immediately and the reaction was heated at 140° C. for 12 hours while dimethyldichlorosilane was... Starting materials: C(C)(=O)O (Acetic acid), [OH-].[Na+] (Sodium hydroxide), FC1=C(C=C(C(=C1)C1=C(C(=NC=C1C)OC)C)F)C1=C(C=NN1[C@@H]1COCC1)C(=O)N (5-(2,5-difluoro-4-(2-methoxy-3,5-dimethylpyridin-4-yl)phenyl)-1-[(S)-tetrahydrofuran-3-yl]-1H-pyrazole-4-carboxamide), O (water). Run in CS(=O)C (DMSO). Run at temperature 75 celsius, time 1.5 hour. Yields the product FC1=CC=2C3=C(C(NC2C=C1C1=C(C(=NC=C1C)OC)C)=O)C=NN3[C@@H]3COCC3 ((S)-8-fluoro-7-(2-methoxy-3,5-dimethylpyridin-4-yl)-1-(tetrahydrofuran-3-yl)-1H-pyrazolo[4,3-c]quinolin-4(5H)-one). The yield is 87.4%. As a reaction SMILES: [OH-].[Na+].F[C:4]1[CH:9]=[C:8]([C:10]2[C:15]([CH3:16])=[CH:14][N:13]=[C:12]([O:17][CH3:18])[C:11]=2[CH3:19])[C:7]([F:20])=[CH:6][C:5]=1[C:21]1[N:25]([C@H:26]2[CH2:30][CH2:29][O:28][CH2:27]2)[N:24]=[CH:23][C:22]=1[C:31]([NH2:33])=[O:32].O.C(O)(=O)C>CS(C)=O>[F:20][C:7]1[C:8]([C:10]2[C:15]([CH3:16])=[CH:14][N:13]=[C:12]([O:17][CH3:18])[C:11]=2[CH3:19])=[CH:9][C:4]2[NH:33][C:31](=[O:32])[C:22]3[CH:23]=[N:24][N:25]([C@H:26]4[CH2:30][CH2:29][O:28][CH2:27]4)[C:21]=3[C:5]=2[CH:6]=1 |f:0.1|. Procedure details: Sodium hydroxide (powder, 82 mg) was added to a solution of 5-(2,5-difluoro-4-(2-methoxy-3,5-dimethylpyridin-4-yl)phenyl)-1-[(S)-tetrahydrofuran-3-yl]-1H-pyrazole-4-carboxamide (186 mg) in DMSO (1.5 mL), and the mixture was stirred at 75° C. for 1.5 hours. The reaction mixture was cooled to room temperature, and water (5.5 mL) was then added with stirring. Acetic acid (0.12 mL) was further added, followed by stirring for 30 minutes. The generated solid was filtered, washed with water (5 mL) and ... Starting materials: Cc1nc2ccc(Br)cc2c(-c2ccc(S(C)(=O)=O)cc2)c1C(=O)C(F)(F)F, C1CCNC1. Yields the product Cc1nc2ccc(N3CCCC3)cc2c(-c2ccc(S(C)(=O)=O)cc2)c1C(=O)C(F)(F)F. RXN SMILES: [Br:1][c:2]1[cH:3][c:4]2[c:5](-[c:19]3[cH:20][cH:21][c:22]([S:25](=[O:26])(=[O:27])[CH3:28])[cH:23][cH:24]3)[c:6]([C:13]([C:14]([F:15])([F:16])[F:17])=[O:18])[c:7]([CH3:12])[n:8][c:9]2[cH:10][cH:11]1.[CH2:29]1[CH2:30][CH2:31][NH:32][CH2:33]1>>[c:2]1([N:32]2[CH2:31][CH2:30][CH2:29][CH2:33]2)[cH:3][c:4]2[c:5](-[c:19]3[cH:20][cH:21][c:22]([S:25](=[O:26])(=[O:27])[CH3:28])[cH:23][cH:24]3)[c:6]([C:13]([C:14]([F:15])([F:16])[F:17])=[O:18])[c:7]([CH3:12])[n:8][c:9]2[cH:10][cH:11]1.